Dataset: the Open Reaction Database (ORD), a public repository of structured organic reaction records. Task: describe an organic reaction: reactants, conditions, products, and yield Starting materials: CC(C(CO)CS)(C)C (3,3-dimethyl-2-mercaptomethylbutan-1-ol), C(#C)C1=CC=C(C=O)C=C1 (4-ethynylbenzaldehyde), C1(=CC=C(C=C1)S(=O)(=O)O)C (para-toluenesulphonic acid). Run in C1=CC=CC=C1 (benzene). Yields the product C(C)(C)(C)C1CSC(OC1)C1=CC=C(C=C1)C#C (5-t-butyl-2-(4-ethynylphenyl)-1,3-oxathiane). Reaction SMILES: [CH3:1][C:2]([CH3:9])([CH3:8])[CH:3]([CH2:6][SH:7])[CH2:4][OH:5].[C:10]([C:12]1[CH:19]=[CH:18][C:15]([CH:16]=O)=[CH:14][CH:13]=1)#[CH:11].C1(C)C=CC(S(O)(=O)=O)=CC=1>C1C=CC=CC=1>[C:2]([CH:3]1[CH2:4][O:5][CH:16]([C:15]2[CH:18]=[CH:19][C:12]([C:10]#[CH:11])=[CH:13][CH:14]=2)[S:7][CH2:6]1)([CH3:9])([CH3:8])[CH3:1]. Procedure: A solution of 3,3-dimethyl-2-mercaptomethylbutan-1-ol (1.46 g), 4-ethynylbenzaldehyde (1.30 g) (W.B. Austin et al. J. Org. Chem., 1981, 46. 2280) and para-toluenesulphonic acid (10 mg) in benzene (50 ml) was heated to reflux overnight under Dean and Stark conditions. The resulting solution was evaporated under reduced pressure and the residue was purified on silica. Elution with 4:1 hexane: dichloromethane gave 5-t-butyl-2-(4-ethynylphenyl)-1,3-oxathiane as a mixture of isomers.